From a dataset of the Open Reaction Database (ORD), a public repository of structured organic reaction records. describe an organic reaction: reactants, conditions, products, and yield Reactants: ClC=1C(C(=C(C(C1Cl)=O)C#N)C#N)=O (DDQ), FC(C1=NN(C=2C3=C(CCC12)C=C(C=C3)OC)C3=CC=C(C=C3)S(=O)(=O)N)F (4-[3-(difluoromethyl)-4,5-dihydro-7-methoxy-1H-benz[g]indazol-1-yl]benzenesulfonamide), ClC=1C(C(=C(C(C1Cl)=O)C#N)C#N)=O (2,3-dichloro-5,6-dicyano-1,4-benzoquinone), ClC=1C(C(=C(C(C1Cl)=O)C#N)C#N)=O (DDQ), C1(O)=CC=C(O)C=C1 (hydroquinone). Run in O1CCOCC1 (1,4-dioxane). The product is FC(C1=NN(C2=C3C(=CC=C12)C=C(C=C3)OC)C3=CC=C(C=C3)S(=O)(=O)N)F (4-[3-(difluoromethyl)-7-methoxy-1H-benz[g]indazol-1-yl]benzenesulfonamide). Yield: 84.9%. RXN SMILES: [F:1][CH:2]([F:28])[C:3]1[C:11]2[CH2:10][CH2:9][C:8]3[CH:12]=[C:13]([O:16][CH3:17])[CH:14]=[CH:15][C:7]=3[C:6]=2[N:5]([C:18]2[CH:23]=[CH:22][C:21]([S:24]([NH2:27])(=[O:26])=[O:25])=[CH:20][CH:19]=2)[N:4]=1.ClC1C(=O)C(C#N)=C(C#N)C(=O)C=1Cl.C1(C=CC(O)=CC=1)O>O1CCOCC1>[F:28][CH:2]([F:1])[C:3]1[C:11]2[C:6](=[C:7]3[CH:15]=[CH:14][C:13]([O:16][CH3:17])=[CH:12][C:8]3=[CH:9][CH:10]=2)[N:5]([C:18]2[CH:19]=[CH:20][C:21]([S:24]([NH2:27])(=[O:26])=[O:25])=[CH:22][CH:23]=2)[N:4]=1. Reported procedure: 4-[3-(Difluoromethyl)-4,5-dihydro-7-methoxy-1H-benz[g]indazol-1-yl]benzenesulfonamide (Example 1, Step 2) (600 mg, 1.5 mmol) was dissolved in 1,4-dioxane (200 ml), and 2,3-dichloro-5,6-dicyano-1,4-benzoquinone (DDQ) (341 mg, 1.5 mmol) was added. The reaction was heated to reflux for 16 hours, at which time a second equivalent of DDQ (340 mg, 1.5 mmol) was added and the reaction was heated to reflux for an additional 24 hours. At three successive 24 hour intervals, 1.5 mmol additional DDQ was add...